The task is: describe an organic reaction: reactants, conditions, products, and yield. This data is from the Open Reaction Database (ORD), a public repository of structured organic reaction records. The reactants are C(C)OC(=O)N1N=C2C(=C1NC(C1=C(C=CC=C1)CN1C(C3=CC=CC=C3C1=O)=O)=O)CN(C2(C)C)S(=O)(=O)C2=CC(=CC(=C2)F)F (5-(3,5-difluoro-benzenesulfonyl)-3-[2-(1,3-dioxo-1,3-dihydro-isoindol-2-ylmethyl)-benzoylamino]-6,6-dimethyl-5,6-dihydro-4H-pyrrolo[3,4-c]pyrazole-2-carboxylic acid ethyl ester), O.NN (hydrazine hydrate). Solvent: CO (methanol), ClCCl (dichloromethane). The product is NCC1=C(C(=O)NC=2C3=C(NN2)C(N(C3)S(=O)(=O)C3=CC(=CC(=C3)F)F)(C)C)C=CC=C1 (2-aminomethyl-N-[5-(3,5-difluoro-benzenesulfonyl)-6,6-dimethyl-1,4,5,6-tetrahydro-pyrrolo[3,4-c]pyrazol-3-yl]-benzamide). As a reaction SMILES: C(OC([N:6]1[C:10]([NH:11][C:12](=[O:31])[C:13]2[CH:18]=[CH:17][CH:16]=[CH:15][C:14]=2[CH2:19][N:20]2C(=O)C3C(=CC=CC=3)C2=O)=[C:9]2[CH2:32][N:33]([S:37]([C:40]3[CH:45]=[C:44]([F:46])[CH:43]=[C:42]([F:47])[CH:41]=3)(=[O:39])=[O:38])[C:34]([CH3:36])([CH3:35])[C:8]2=[N:7]1)=O)C.O.NN>CO.ClCCl>[NH2:20][CH2:19][C:14]1[CH:15]=[CH:16][CH:17]=[CH:18][C:13]=1[C:12]([NH:11][C:10]1[C:9]2[CH2:32][N:33]([S:37]([C:40]3[CH:45]=[C:44]([F:46])[CH:43]=[C:42]([F:47])[CH:41]=3)(=[O:39])=[O:38])[C:34]([CH3:36])([CH3:35])[C:8]=2[NH:7][N:6]=1)=[O:31] |f:1.2|. Procedure details: To a suspension of 5-(3,5-difluoro-benzenesulfonyl)-3-[2-(1,3-dioxo-1,3-dihydro-isoindol-2-ylmethyl)-benzoylamino]-6,6-dimethyl-5,6-dihydro-4H-pyrrolo[3,4-c]pyrazole-2-carboxylic acid ethyl ester (0.23 g, 0.34 mmol) in methanol (15 mL) and dichloromethane (1.5 mL) was added hydrazine hydrate (50 microL, 1.02 mmol). After stirring at reflux for 1 hour the volatiles were removed under reduced pressure and the residue purified by flash chromatography on silica gel eluting with dichloromethane/metha... Starting materials: BrC1=NC=CC=C1C=O (2-Bromopyridine-3-carbaldehyde), N1C(CCCC1)=O (Piperidin-2-one), C([O-])([O-])=O.[Cs+].[Cs+] (cesium carbonate). The reagents and catalysts are C=1C=CC(=CC1)/C=C/C(=O)/C=C/C2=CC=CC=C2.C=1C=CC(=CC1)/C=C/C(=O)/C=C/C2=CC=CC=C2.C=1C=CC(=CC1)/C=C/C(=O)/C=C/C2=CC=CC=C2.[Pd].[Pd] (tris(dibenzylideneacetone)dipalladium(0)), CC1(C2=CC=CC(=C2OC=2C(=CC=CC12)P(C1=CC=CC=C1)C1=CC=CC=C1)P(C1=CC=CC=C1)C1=CC=CC=C1)C (9,9-dimethyl-4,5-bis(diphenylphosphino)xanthene). Reaction conditions: temperature 120 celsius. Yields the product O=C1N(CCCC1)C1=NC=CC=C1C=O (2-(2-oxopiperidin-1-yl)pyridine-3-carbaldehyde). The yield is 50.0%. RXN SMILES: Br[C:2]1[C:7]([CH:8]=[O:9])=[CH:6][CH:5]=[CH:4][N:3]=1.[NH:10]1[CH2:15][CH2:14][CH2:13][CH2:12][C:11]1=[O:16].C(=O)([O-])[O-].[Cs+].[Cs+]>C1C=CC(/C=C/C(/C=C/C2C=CC=CC=2)=O)=CC=1.C1C=CC(/C=C/C(/C=C/C2C=CC=CC=2)=O)=CC=1.C1C=CC(/C=C/C(/C=C/C2C=CC=CC=2)=O)=CC=1.[Pd].[Pd].CC1(C)C2C=CC=C(P(C3C=CC=CC=3)C3C=CC=CC=3)C=2OC2C1=CC=CC=2P(C1C=CC=CC=1)C1C=CC=CC=1>[O:16]=[C:11]1[CH2:12][CH2:13][CH2:14][CH2:15][N:10]1[C:2]1[C:7]([CH:8]=[O:9])=[CH:6][CH:5]=[CH:4][N:3]=1 |f:2.3.4,5.6.7.8.9|. Reported procedure: 2-Bromopyridine-3-carbaldehyde a4-0 (0.5 g, 2.7 mmol, 1 eq) is dissolved in dry and degassed 1,4-dioxane (15 ml). Piperidin-2-one (0.4 g, 4.03 mmol, 1.5 eq), 9,9-dimethyl-4,5-bis(diphenylphosphino)xanthene (0.31 g, 0.538 mmol, 0.2 eq), tris(dibenzylideneacetone)dipalladium(0) (0.123 g, 0.134 mmol, 0.05 eq) and cesium carbonate (1.752 g, 5.376 mmol, 2 eq) are added. The mixture is heated in a sealed tube in a microwave oven at 120° C. for 45 min. The resulting suspension is filtered over celite a... Starting materials: BrC(C(=O)C1=C(C=C(C=C1)F)F)C=1C=CC=2N(N1)C(=NN2)C(C)C (2-bromo-1-(2,4-difluorophenyl)-2-(3-isopropyl-[1,2,4]triazolo[4,3-b]pyridazin-6-yl)ethanone), N1(CCC1)C(NN)=S (azetidine-1-carbothiohydrazide). The solvent is CC(=O)O (HOAc). Run at temperature 55 celsius, time 1.5 hour. The product is FC1=C(C=CC(=C1)F)C1=NN2C(NCCC2)=C1C=1C=CC=2N(N1)C(=NN2)C(C)C (6-(2-(2,4-Difluorophenyl)-4,5,6,7-tetrahydropyrazolo[1,5-a]pyrimidin-3-yl)-3-isopropyl-[1,2,4]triazolo[4,3-b]pyridazine). Isolated yield 26.3%. RXN SMILES: Br[CH:2]([C:13]1[CH:14]=[CH:15][C:16]2[N:17]([C:19]([CH:22]([CH3:24])[CH3:23])=[N:20][N:21]=2)[N:18]=1)[C:3]([C:5]1[CH:10]=[CH:9][C:8]([F:11])=[CH:7][C:6]=1[F:12])=O.[N:25]1([C:29](=S)[NH:30][NH2:31])[CH2:28][CH2:27][CH2:26]1>CC(O)=O>[F:12][C:6]1[CH:7]=[C:8]([F:11])[CH:9]=[CH:10][C:5]=1[C:3]1[C:2]([C:13]2[CH:14]=[CH:15][C:16]3[N:17]([C:19]([CH:22]([CH3:24])[CH3:23])=[N:20][N:21]=3)[N:18]=2)=[C:29]2[NH:25][CH2:26][CH2:27][CH2:28][N:30]2[N:31]=1. Procedure: A mixture of 2-bromo-1-(2,4-difluorophenyl)-2-(3-isopropyl-[1,2,4]triazolo[4,3-b]pyridazin-6-yl)ethanone (0.61 g, 1.54 mmol; Preparation #A.2) and azetidine-1-carbothiohydrazide (0.29 g, 2.20 mmol) in HOAc (5 mL) was stirred at about 55° C. for about 1-2 h. The reaction mixture was cooled to ambient temperature overnight and partitioned between DCM and water. The aqueous layer was basified with a saturated aqueous solution of Na2CO3 and extracted with DCM. The combined organic layers were dried ... Reactants: CC=1C=C(C(=CC1)SC1=CC=CC=C1)CC#N (3-methyl-6-(phenylthio)-phenylacetonitrile), C(C)O (ethanol), [OH-].[K+] (potassium hydroxide). Run in O (water). Product: CC=1C=C(C(=CC1)SC1=CC=CC=C1)CC(=O)O (3-methyl-6-(phenylthio)-phenylacetic acid). Reaction SMILES: [CH3:1][C:2]1[CH:3]=[C:4](CC#N)[C:5]([S:8][C:9]2[CH:14]=[CH:13][CH:12]=[CH:11][CH:10]=2)=[CH:6][CH:7]=1.[CH2:18]([OH:20])[CH3:19].[OH-:21].[K+]>O>[CH3:1][C:2]1[CH:3]=[C:4]([CH2:19][C:18]([OH:21])=[O:20])[C:5]([S:8][C:9]2[CH:14]=[CH:13][CH:12]=[CH:11][CH:10]=2)=[CH:6][CH:7]=1 |f:2.3|. Reported procedure: 500 g of 3-methyl-6-(phenylthio)-phenylacetonitrile, 1.2 litres of ethanol, 470 g of potassium hydroxide and 500 ml of water are heated for 12 hours under reflux. Then the ethanol is evaporated off under reduced pressure. The residue is treated with water until completely dissolved and the neutral constituents are extracted with benzene. The aqueous solution is filtered with the addition of some dicalite and active carbon, cooled and adjusted to pH 3 with concentrated hydrochloric acid. The mixt... The reactants are C1CCOC1, COC(=O)C(C)(C)CCCC1CCc2cc(O)c(N3CC(=O)NS3(=O)=O)cc2C1, CO, [Na+], [OH-], O. Product: CC(C)(CCCC1CCc2cc(O)c(N3CC(=O)NS3(=O)=O)cc2C1)C(=O)O. Reaction SMILES: [CH2:32]1[O:33][CH2:34][CH2:35][CH2:36]1.[CH3:1][O:2][C:3]([C:4]([CH2:5][CH2:6][CH2:7][CH:8]1[CH2:9][c:10]2[cH:11][c:12]([N:19]3[S:20](=[O:25])(=[O:26])[NH:21][C:22](=[O:24])[CH2:23]3)[c:13]([OH:18])[cH:14][c:15]2[CH2:16][CH2:17]1)([CH3:27])[CH3:28])=[O:29].[CH3:37][OH:38].[Na+:31].[OH-:30].[OH2:39]>>[O:2]=[C:3]([C:4]([CH2:5][CH2:6][CH2:7][CH:8]1[CH2:9][c:10]2[cH:11][c:12]([N:19]3[S:20](=[O:25])(=[O:26])[NH:21][C:22](=[O:24])[CH2:23]3)[c:13]([OH:18])[cH:14][c:15]2[CH2:16][CH2:17]1)([CH3:27])[CH3:28])[OH:29].